From a dataset of the Open Reaction Database (ORD), a public repository of structured organic reaction records. describe an organic reaction: reactants, conditions, products, and yield Starting materials: CCC(C)=O, CI, [K+], [K+], O=C([O-])[O-], O, O=C1CCc2cc(O)c(I)cc21. Yields the product COc1cc2c(cc1I)C(=O)CC2. As a reaction SMILES: [CH2:13]([C:14]([CH3:15])=[O:16])[CH3:17].[CH3:24][I:25].[K+:18].[K+:19].[O-:20][C:21]([O-:22])=[O:23].[OH2:26].[OH:1][c:2]1[cH:3][c:4]2[c:8]([cH:9][c:10]1[I:11])[C:7](=[O:12])[CH2:6][CH2:5]2>>[O:1]([c:2]1[cH:3][c:4]2[c:8]([cH:9][c:10]1[I:11])[C:7](=[O:12])[CH2:6][CH2:5]2)[CH3:13]. Starting materials: P(Cl)(Cl)Cl.CN(C)C=O (PCl3 DMF), OCC=C(C)CCC=C(C)CCC=C(C)C (farnesol), 3-N, P(Cl)(Cl)Cl (PCl3), OCC=C(C)CCC=C(C)CCC=C(C)C (farnesol), C(=O)(O)[O-].[Na+] (NaHCO3). The solvent is O (water), CC(C)(C)OC (MTBE), CN(C)C=O (DMF), CN(C)C=O (DMF). Conditions: time 1 hour. Yields the product ClCC=C(CCC=C(CCC=C(C)C)C)C (1-chloro-3,7,11-trimethyl-dodeca-2,6,10-triene). The yield is 92.0%. As a reaction SMILES: P(Cl)(Cl)Cl.O[CH2:6][CH:7]=[C:8]([CH2:10][CH2:11][CH:12]=[C:13]([CH2:15][CH2:16][CH:17]=[C:18]([CH3:20])[CH3:19])[CH3:14])[CH3:9].P(Cl)(Cl)[Cl:22].CN(C=O)C.C([O-])(O)=O.[Na+]>O.CC(OC)(C)C.CN(C=O)C>[Cl:22][CH2:6][CH:7]=[C:8]([CH3:9])[CH2:10][CH2:11][CH:12]=[C:13]([CH3:14])[CH2:15][CH2:16][CH:17]=[C:18]([CH3:20])[CH3:19] |f:2.3,4.5|. Reported procedure: A 3-N 100 mL flask was charged with PCl3 (2.8 mL, 31.6 mmol) and dry DMF (32 mL) then stirred at RT for 1 h. In a separate 50 mL flask, farnesol (Ex-1B-5) (10.0 g, 45.2 mmol) and DMF (10 mL) was charged. The PCl3/DMF solution was then transferred to the farnesol, solution and the resulting dark orange solution was stirred for 1 h. The reaction was quenched by addition of solid NaHCO3 (2.5 g, 63.2 mmol). The solvent was removed by high vacuum rotary evaporation to yield an oily orange residue. To... The reactants are ClCCl, O=C(O)C(F)(F)F, CC(C)(C)OC(=O)c1ccc(-c2ccccc2)cc1Nc1ccc(-c2ccccc2)cc1. Product: O=C(O)c1ccc(-c2ccccc2)cc1Nc1ccc(-c2ccccc2)cc1. As a reaction SMILES: [Cl:40][CH2:41][Cl:42].[OH:1][C:2]([C:3]([F:4])([F:5])[F:6])=[O:7].[c:8]1(-[c:34]2[cH:35][cH:36][cH:37][cH:38][cH:39]2)[cH:9][cH:10][c:11]([NH:14][c:15]2[c:16]([C:17](=[O:18])[O:19][C:20]([CH3:21])([CH3:22])[CH3:23])[cH:24][cH:25][c:26](-[c:28]3[cH:29][cH:30][cH:31][cH:32][cH:33]3)[cH:27]2)[cH:12][cH:13]1>>[c:8]1(-[c:34]2[cH:35][cH:36][cH:37][cH:38][cH:39]2)[cH:9][cH:10][c:11]([NH:14][c:15]2[c:16]([C:17](=[O:18])[OH:19])[cH:24][cH:25][c:26](-[c:28]3[cH:29][cH:30][cH:31][cH:32][cH:33]3)[cH:27]2)[cH:12][cH:13]1. The reactants are ON(C(C(C)NC1=C(C=C(C=C1[N+](=O)[O-])C)[N+](=O)[O-])=O)C (N-hydroxy-N-methyl-2-(4-methyl-2,6-dinitrophenylamino)propanamide), CN1C=NC=C1 (N-methylimidazole), COC(=O)Cl (methoxycarbonylchloride), O (water). Solvent: C(Cl)Cl (methylene chloride). Product: COC(=O)ON(C(C(C)NC1=C(C=C(C=C1[N+](=O)[O-])C)[N+](=O)[O-])=O)C (N-((methoxycarbonyl)oxy)-N-methyl-2-(4-methyl-2,6-dinitrophenylamino)propanamide). Yield: 35.4%. Reaction SMILES: [OH:1][N:2]([CH3:21])[C:3](=[O:20])[CH:4]([NH:6][C:7]1[C:12]([N+:13]([O-:15])=[O:14])=[CH:11][C:10]([CH3:16])=[CH:9][C:8]=1[N+:17]([O-:19])=[O:18])[CH3:5].CN1C=CN=C1.[CH3:28][O:29][C:30](Cl)=[O:31].O>C(Cl)Cl>[CH3:28][O:29][C:30]([O:1][N:2]([CH3:21])[C:3](=[O:20])[CH:4]([NH:6][C:7]1[C:12]([N+:13]([O-:15])=[O:14])=[CH:11][C:10]([CH3:16])=[CH:9][C:8]=1[N+:17]([O-:19])=[O:18])[CH3:5])=[O:31]. Procedure details: 3 g of N-hydroxy-N-methyl-2-(4-methyl-2,6-dinitrophenylamino)propanamide and the product prepared from 0.8 g N-methylimidazole and 0.9 g of methoxycarbonylchloride were reacted as a stirred suspension in 30 ml of methylene chloride for 3 hours. The resulting mixture was poured into water. The methylene chloride layer was dried and evaporated to give 1.2 g (33% yield) of yellow solid product, m.p. 112°-113° C., (d,l) isomer form. Reactants: ClC1=NC=NC(=C1)Cl (4,6-dichloropyrimidine), S1C(=CC=C1)B(O)O (thiophene-2-boronic acid), C(=O)([O-])[O-].[Na+].[Na+] (Na2CO3), C(C)(=O)OCC (ethyl acetate). The reagents and catalysts are Cl[Pd]([P](C1=CC=CC=C1)(C2=CC=CC=C2)C3=CC=CC=C3)([P](C4=CC=CC=C4)(C5=CC=CC=C5)C6=CC=CC=C6)Cl (Pd(PPh3)2Cl2). The solvent is C(OC)COC.O (dimethoxyethane water), CCCCCC (n-hexane). Product: ClC1=NC=NC(=C1)C=1SC=CC1 (4-chloro-6-thiophen-2-yl-pyrimidine). Isolated yield 62.8%. RXN SMILES: [Cl:1][C:2]1[CH:7]=[C:6](Cl)[N:5]=[CH:4][N:3]=1.[S:9]1[CH:13]=[CH:12][CH:11]=[C:10]1B(O)O.C([O-])([O-])=O.[Na+].[Na+].C(OCC)(=O)C>C(COC)OC.O.Cl[Pd](Cl)([P](C1C=CC=CC=1)(C1C=CC=CC=1)C1C=CC=CC=1)[P](C1C=CC=CC=1)(C1C=CC=CC=1)C1C=CC=CC=1.CCCCCC>[Cl:1][C:2]1[CH:7]=[C:6]([C:10]2[S:9][CH:13]=[CH:12][CH:11]=2)[N:5]=[CH:4][N:3]=1 |f:2.3.4,6.7,^1:38,57|. Procedure details: 4,6-dichloropyrimidine (22.2 g, 149.1 mmol), thiophene-2-boronic acid (20.0 g, 156.3 mmol, 1.05 equiv), Na2CO3 (28.8 g, 271.4 mmol, 1.8 equiv) and Pd(PPh3)2Cl2 (2.9 g, 4.2 mmol, 0.03 equiv) were refluxed in dimethoxyethane-water (727:238 mL) mixed solvent system for 16 h. Reaction was monitored by TLC (using ethyl acetate:n-hexane, 1:9). Reaction mixture was cooled and the subject compound was extracted using dichloromethane. Subject compound was purified by flash chromatography (5% ethyl acetat... Reactants: CC(=O)CC(C)C, [I-], [K+], Nc1c(Br)cc(C(=O)CCCCl)cc1Br, O=c1[nH]c2ccccc2n1C1CCNCC1, [Na+], [Na+], O=C([O-])[O-]. Yields the product Cl, Nc1c(Br)cc(C(=O)CCCN2CCC(n3c(=O)[nH]c4ccccc43)CC2)cc1Br. Reaction SMILES: [CH3:40][C:41]([CH2:42][CH:43]([CH3:44])[CH3:45])=[O:46].[I-:39].[K+:38].[NH2:1][c:2]1[c:3]([Br:15])[cH:4][c:5]([C:9]([CH2:10][CH2:11][CH2:12][Cl:13])=[O:14])[cH:6][c:7]1[Br:8].[NH:16]1[CH2:17][CH2:18][CH:19]([n:22]2[c:23](=[O:31])[nH:24][c:25]3[c:26]2[cH:27][cH:28][cH:29][cH:30]3)[CH2:20][CH2:21]1.[Na+:32].[Na+:33].[O-:34][C:35](=[O:36])[O-:37]>>[ClH:13].[NH2:1][c:2]1[c:3]([Br:15])[cH:4][c:5]([C:9]([CH2:10][CH2:11][CH2:12][N:16]2[CH2:17][CH2:18][CH:19]([n:22]3[c:23](=[O:31])[nH:24][c:25]4[c:26]3[cH:27][cH:28][cH:29][cH:30]4)[CH2:20][CH2:21]2)=[O:14])[cH:6][c:7]1[Br:8]. The reactants are ClC1=NC=C(C2=C1N=C(S2)C)I (4-chloro-7-iodo-2-methyl-thiazolo[4,5-c]pyridine), FC=1C=NC=C(C1)B(O)O (3-fluoro-5-pyridineboronic acid), NC1=NC(=NC=C1)C (4-amino-2-methylpyrimidine). The product is FC=1C=C(C=NC1)C=1C2=C(C(=NC1)NC1=NC(=NC=C1)C)N=C(S2)C ([7-(5-Fluoro-pyridin-3-yl)-2-methyl-thiazolo[4,5-c]pyridin-4-yl]-(2-methyl-pyrimidin-4-yl)-amine). Reaction SMILES: Cl[C:2]1[C:7]2[N:8]=[C:9]([CH3:11])[S:10][C:6]=2[C:5](I)=[CH:4][N:3]=1.[F:13][C:14]1[CH:15]=[N:16][CH:17]=[C:18](B(O)O)[CH:19]=1.[NH2:23][C:24]1[CH:29]=[CH:28][N:27]=[C:26]([CH3:30])[N:25]=1>>[F:13][C:14]1[CH:19]=[C:18]([C:5]2[C:6]3[S:10][C:9]([CH3:11])=[N:8][C:7]=3[C:2]([NH:23][C:24]3[CH:29]=[CH:28][N:27]=[C:26]([CH3:30])[N:25]=3)=[N:3][CH:4]=2)[CH:17]=[N:16][CH:15]=1. Procedure details: The title compound, MS: m/e=353.2 (M+H+), was prepared in accordance with the general method of example 2, step 1 and step 2 from 4-chloro-7-iodo-2-methyl-thiazolo[4,5-c]pyridine (Example B), 3-fluoro-5-pyridineboronic acid and 4-amino-2-methylpyrimidine. Isolated yield 317.6%. Procedure: To a suspension of selenium dioxide (58 mg) and 2-hydroxybenzoic acid (365 mg) in methylene chloride (10.5 ml) was gradually added an aqueous solution of 80% t-butyl hydroperoxide (11.6 ml) with stirring on a water bath. After 30 minutes, 2-(1-methylethyl)-5,9,13-trimethyl-2,4,8,12-tetradecatetraenenitrile (7.56 g, 26.8 mmol) was added to the mixture, which was then allowed to stand at room temperature for 30 hours. Most of the solvent was removed by evaporation in vacuo, and the residue was dis... RXN SMILES: [OH:1]C1C=CC=CC=1C(O)=O.C(OO)(C)(C)C.[CH3:17][CH:18]([C:20](=[CH:23][CH:24]=[C:25]([CH3:37])[CH2:26][CH2:27][CH:28]=[C:29]([CH3:36])[CH2:30][CH2:31][CH:32]=[C:33]([CH3:35])[CH3:34])[C:21]#[N:22])[CH3:19]>C(Cl)Cl.[Se](=O)=O>[OH:1][CH2:34][C:33]([CH3:35])=[CH:32][CH2:31][CH2:30][C:29]([CH3:36])=[CH:28][CH2:27][CH2:26][C:25]([CH3:37])=[CH:24][CH:23]=[C:20]([CH:18]([CH3:17])[CH3:19])[C:21]#[N:22]. The reactants are C(C)(C)(C)OO (t-butyl hydroperoxide), CC(C)C(C#N)=CC=C(CCC=C(CCC=C(C)C)C)C (2-(1-methylethyl)-5,9,13-trimethyl-2,4,8,12-tetradecatetraenenitrile), OC1=C(C(=O)O)C=CC=C1 (2-hydroxybenzoic acid). Run at time 30 minute. Reagents/catalysts: [Se](=O)=O (selenium dioxide). Solvent: C(Cl)Cl (methylene chloride). Yields the product OCC(=CCCC(=CCCC(=CC=C(C#N)C(C)C)C)C)C (14-hydroxy-2-(1-methylethyl)-5,9,13-trimethyl-2,4,8,12-tetradecatetraenenitrile). Starting materials: FC(S(=O)(=O)OC1=CC=NC2=CC=C(N=C12)OC)(F)F (6-(methyloxy)-1,5-naphthyridin-4-yl trifluoromethanesulfonate), trivinyl boronate, C(=O)([O-])[O-].[K+].[K+] (K2CO3), COCCOC (DME). The reagents and catalysts are C=1C=CC(=CC1)[P](C=2C=CC=CC2)(C=3C=CC=CC3)[Pd]([P](C=4C=CC=CC4)(C=5C=CC=CC5)C=6C=CC=CC6)([P](C=7C=CC=CC7)(C=8C=CC=CC8)C=9C=CC=CC9)[P](C=1C=CC=CC1)(C=1C=CC=CC1)C=1C=CC=CC1 (Pd(PPh3)4). Solvent: O (H2O). Conditions: time 3 hour. The product is C(=C)C1=CC=NC2=CC=C(C=C12)OC (4-ethenyl-6-(methyloxy)quinoline). Isolated yield 81.0%. As a reaction SMILES: FC(F)(F)S(O[C:7]1[C:16]2[C:11](=[CH:12][CH:13]=[C:14]([O:17][CH3:18])N=2)[N:10]=[CH:9][CH:8]=1)(=O)=O.[C:21]([O-])([O-])=O.[K+].[K+].CO[CH2:29][CH2:30]OC>O.C1C=CC([P]([Pd]([P](C2C=CC=CC=2)(C2C=CC=CC=2)C2C=CC=CC=2)([P](C2C=CC=CC=2)(C2C=CC=CC=2)C2C=CC=CC=2)[P](C2C=CC=CC=2)(C2C=CC=CC=2)C2C=CC=CC=2)(C2C=CC=CC=2)C2C=CC=CC=2)=CC=1>[CH:29]([C:7]1[C:16]2[C:11](=[CH:12][CH:13]=[C:14]([O:17][CH3:18])[CH:21]=2)[N:10]=[CH:9][CH:8]=1)=[CH2:30] |f:1.2.3,^1:37,39,58,77|. Procedure details: To a solution of 6-(methyloxy)-1,5-naphthyridin-4-yl trifluoromethanesulfonate (5.0 g, 16.23 mmol) in DME (80 mL) and H2O (40 mL) was added trivinyl boronate (1.96 g, 8.1 mmol), K2CO3 (2.23 g, 16.23 mmol) and Pd(PPh3)4 (0.19 g, 0.16 mmol). After 3 h at 90° C. under N2, the reaction solution was concentrated under vacuum and purified on silica (hexane/EtOAc, 4:1) to give the title compound as a yellow oil (2.44 g, 81%): LC/MS (m/z) (ES) 186 (M+H)+. The reactants are O (water), [H-].[Na+] (sodium hydride), BrCC#C[Si](C)(C)C (3-bromo-1-(trimethylsilyl)-1-propyne), C(CCC)OCCOC1=CC=C(C=C1)C=1C=CC2=C(C=C(CCN2)C(=O)OC)C1 (methyl 7-[4-(2-butoxyethoxy)phenyl]-2,3-dihydro-1-benzazepine-4-carboxylate). Run in C1CCOC1 (THF). Conditions: time 1 hour. Product: C(CCC)OCCOC1=CC=C(C=C1)C=1C=CC2=C(C=C(CCN2CC#C[Si](C)(C)C)C(=O)OC)C1 (methyl 7-[4-(2-butoxyethoxy)phenyl]-1-(3-trimethylsilyl-2-propynyl)-2,3-dihydro-1-benzazepine-4-carboxylate). As a reaction SMILES: [CH2:1]([O:5][CH2:6][CH2:7][O:8][C:9]1[CH:14]=[CH:13][C:12]([C:15]2[CH:16]=[CH:17][C:18]3[NH:24][CH2:23][CH2:22][C:21]([C:25]([O:27][CH3:28])=[O:26])=[CH:20][C:19]=3[CH:29]=2)=[CH:11][CH:10]=1)[CH2:2][CH2:3][CH3:4].[H-].[Na+].Br[CH2:33][C:34]#[C:35][Si:36]([CH3:39])([CH3:38])[CH3:37].O>C1COCC1>[CH2:1]([O:5][CH2:6][CH2:7][O:8][C:9]1[CH:10]=[CH:11][C:12]([C:15]2[CH:16]=[CH:17][C:18]3[N:24]([CH2:33][C:34]#[C:35][Si:36]([CH3:39])([CH3:38])[CH3:37])[CH2:23][CH2:22][C:21]([C:25]([O:27][CH3:28])=[O:26])=[CH:20][C:19]=3[CH:29]=2)=[CH:13][CH:14]=1)[CH2:2][CH2:3][CH3:4] |f:1.2|. Reported procedure: In THF (27.4 ml) was dissolved methyl 7-[4-(2-butoxyethoxy)phenyl]-2,3-dihydro-1-benzazepine-4-carboxylate (1.37 g). To the solution was added 60% sodium hydride (0.27 g) at 0° C., and the mixture was stirred at room temperature for 1 hour. To the mixture was added 3-bromo-1-(trimethylsilyl)-1-propyne (1.48 ml), and the mixture was stirred at 65° C. for 90 hours. After cooled to room temperature, the reaction solution was added to water, and the mixture was extracted with ethyl acetate. The extr...